Dataset: the Open Reaction Database (ORD), a public repository of structured organic reaction records. Task: describe an organic reaction: reactants, conditions, products, and yield Reactants: ClC=1N=CNC1Cl (4,5-Dichloroimidazole), [OH-].[K+] (Potassium hydroxide), BrCC (1-bromethane), [K+].[Br-] (KBr), BrCCC1=CC=CC2=CC=CC=C12 (1-(2-bromoethyl)naphthalene). Solvent: C(C)#N (acetonitrile). Run at time 0.5 hour. Product: [Br-].C(CCCCCCCC)[N+]1=CN(C(=C1Cl)Cl)C1=C(C=CC2=CC=CC=C12)CC (1-nonyl-3-(2-ethyl-1-naphthyl)-4,5-dichloroimidazolium bromide). As a reaction SMILES: [Cl:1][C:2]1[N:3]=[CH:4][NH:5][C:6]=1[Cl:7].[OH-].[K+].[Br:10][CH2:11][CH3:12].[K+].[Br-].BrCC[C:18]1[C:27]2[C:22](=[CH:23][CH:24]=[CH:25][CH:26]=2)[CH:21]=[CH:20][CH:19]=1>C(#N)C>[Br-:10].[CH2:26]([N+:3]1[C:2]([Cl:1])=[C:6]([Cl:7])[N:5]([C:26]2[C:27]3[C:22](=[CH:21][CH:20]=[CH:19][CH:18]=3)[CH:23]=[CH:24][C:25]=2[CH2:11][CH3:12])[CH:4]=1)[CH2:27][CH2:18][CH2:19][CH2:20][CH2:21][CH2:22][CH2:23][CH3:24] |f:1.2,4.5,8.9|. Reported procedure: 4,5-Dichloroimidazole (1.23 g, 9 mmol) will be dissolved into acetonitrile. Potassium hydroxide (0.61 g, 9.9 mmol) will be added and the mixture will be allowed to stir for 0.5 h. 1-bromethane (9 mmol) will be added and the solution will be allowed to reflux overnight. The solution will be filtered hot to remove a white precipitate (presumed to be KBr) and 1-(2-bromoethyl)naphthalene (9 mmol) will be added and the mixture will be returned to reflux overnight. The mixture will be allowed to cool ... Starting materials: C(C)(C)(C)NCC(COC1=C(C=C(C(=O)O)C=C1)C1=NNC(C=C1)=O)O (4-(3-t-Butylamino-2-hydroxypropoxy)-3-(1,6-dihydro-6-oxo-3-pyridazinyl)benzoic acid), C(C)O.Cl (ethanol hyrogen chloride). Product: C(C)(C)(C)NCC(COC1=C(C=C(C(=O)OCC)C=C1)C1=NNC(C=C1)=O)O (ethyl 4-(3-t-butylamino-2-hydroxypropoxy)-3(1,6-dihydro-6-oxo-3-pyridazinyl)benzoate). As a reaction SMILES: [C:1]([NH:5][CH2:6][CH:7]([OH:26])[CH2:8][O:9][C:10]1[CH:18]=[CH:17][C:13]([C:14]([OH:16])=[O:15])=[CH:12][C:11]=1[C:19]1[CH:24]=[CH:23][C:22](=[O:25])[NH:21][N:20]=1)([CH3:4])([CH3:3])[CH3:2].[CH2:27](O)[CH3:28].Cl>>[C:1]([NH:5][CH2:6][CH:7]([OH:26])[CH2:8][O:9][C:10]1[CH:18]=[CH:17][C:13]([C:14]([O:16][CH2:27][CH3:28])=[O:15])=[CH:12][C:11]=1[C:19]1[CH:24]=[CH:23][C:22](=[O:25])[NH:21][N:20]=1)([CH3:4])([CH3:2])[CH3:3] |f:1.2|. Procedure details: 4-(3-t-Butylamino-2-hydroxypropoxy)-3-(1,6-dihydro-6-oxo-3-pyridazinyl)benzoic acid was esterified with ethanol-hyrogen chloride to give ethyl 4-(3-t-butylamino-2-hydroxypropoxy)-3(1,6-dihydro-6-oxo-3-pyridazinyl)benzoate. Starting materials: C(C)(C)(C)C1=CC(=C(C=N1)C=1N([C@]([C@](N1)(C)C1=CC=C(C=C1)Cl)(C)C1=CC=C(C=C1)Cl)C(=O)N1CCC(CC1)CC(=O)O)OCC ({1-[(4S,5R)-2-(6-tert-butyl-4-ethoxy-pyridin-3-yl)-4,5-bis-(4-chloro-phenyl)-4,5-dimethyl-4,5-dihydro-imidazole-1-carbonyl]-piperidin-4-yl}-acetic acid), CC([C@@H](C)N)(C)C ((R)-(-)-3,3-dimethyl-2-butylamine). Yields the product C(C)(C)(C)C1=CC(=C(C=N1)C=1N([C@]([C@](N1)(C)C1=CC=C(C=C1)Cl)(C)C1=CC=C(C=C1)Cl)C(=O)N1CCC(CC1)CC(=O)N[C@@H](C(C)(C)C)C)OCC (2-{1-[(4S,5R)-2-(6-tert-Butyl-4-ethoxy-pyridin-3-yl)-4,5-bis-(4-chloro-phenyl)-4,5-dimethyl-4,5-dihydro-imidazole-1-carbonyl]-piperidin-4-yl}-N-((R)-1,2,2-trimethyl-propyl)-acetamide). RXN SMILES: [C:1]([C:5]1[N:10]=[CH:9][C:8]([C:11]2[N:12]([C:32]([N:34]3[CH2:39][CH2:38][CH:37]([CH2:40][C:41]([OH:43])=O)[CH2:36][CH2:35]3)=[O:33])[C@@:13]([C:25]3[CH:30]=[CH:29][C:28]([Cl:31])=[CH:27][CH:26]=3)([CH3:24])[C@@:14]([C:17]3[CH:22]=[CH:21][C:20]([Cl:23])=[CH:19][CH:18]=3)([CH3:16])[N:15]=2)=[C:7]([O:44][CH2:45][CH3:46])[CH:6]=1)([CH3:4])([CH3:3])[CH3:2].[CH3:47][C:48]([CH3:53])([CH3:52])[C@H:49]([NH2:51])[CH3:50]>>[C:1]([C:5]1[N:10]=[CH:9][C:8]([C:11]2[N:12]([C:32]([N:34]3[CH2:39][CH2:38][CH:37]([CH2:40][C:41]([NH:51][C@H:49]([CH3:50])[C:48]([CH3:53])([CH3:52])[CH3:47])=[O:43])[CH2:36][CH2:35]3)=[O:33])[C@@:13]([C:25]3[CH:30]=[CH:29][C:28]([Cl:31])=[CH:27][CH:26]=3)([CH3:24])[C@@:14]([C:17]3[CH:22]=[CH:21][C:20]([Cl:23])=[CH:19][CH:18]=3)([CH3:16])[N:15]=2)=[C:7]([O:44][CH2:45][CH3:46])[CH:6]=1)([CH3:2])([CH3:3])[CH3:4]. Procedure details: In a manner analogous to the method described in example 163, {1-[(4S,5R)-2-(6-tert-butyl-4-ethoxy-pyridin-3-yl)-4,5-bis-(4-chloro-phenyl)-4,5-dimethyl-4,5-dihydro-imidazole-1-carbonyl]-piperidin-4-yl}-acetic acid was reacted with (R)-(-)-3,3-dimethyl-2-butylamine (Aldrich) to give the title product. LC-MS (ES+) 748 [(M+H)+]. The reactants are COC(=O)C1N2C(=O)C(N3C(=O)c4ccccc4C3=O)C2S(=O)C1(C)C, ClC(Cl)(Cl)Cl, O=C1CCC(=O)N1Cl. Yields the product C=C(C)C(C(=O)OC)N1C(=O)C(N2C(=O)c3ccccc3C2=O)C1S(=O)Cl. Reaction SMILES: [C:1]1(=[O:26])[c:2]2[c:3]([cH:22][cH:23][cH:24][cH:25]2)[C:4](=[O:21])[N:5]1[CH:6]1[CH:7]2[N:8]([CH:9]([C:15](=[O:16])[O:17][CH3:18])[C:10]([CH3:13])([CH3:14])[S:11]2=[O:12])[C:19]1=[O:20].[C:35]([Cl:36])([Cl:37])([Cl:38])[Cl:39].[Cl:27][N:28]1[C:29](=[O:30])[CH2:31][CH2:32][C:33]1=[O:34]>>[C:1]1(=[O:26])[c:2]2[c:3]([cH:22][cH:23][cH:24][cH:25]2)[C:4](=[O:21])[N:5]1[CH:6]1[CH:7]([S:11](=[O:12])[Cl:27])[N:8]([CH:9]([C:10]([CH3:13])=[CH2:14])[C:15](=[O:16])[O:17][CH3:18])[C:19]1=[O:20]. Reactants: ClC1=C2C=CC=NC2=C(C(=C1)C(C)=O)N1CCC(CC1)(C1=CC=CC=C1)O (1-[5-chloro-8-(4-hydroxy-4-phenylpiperidin-1-yl) quinolin-7-yl]ethanone), C(C)(=O)[O-].[NH4+] (ammonium acetate), C(#N)[BH3-].[Na+] (sodium cyanoborohydride). Run in CO (methanol), C(C)#N (acetonitrile). Reaction conditions: temperature 65 celsius. Yields the product NC(C)C1=CC(=C2C=CC=NC2=C1N1CCC(CC1)(O)C1=CC=CC=C1)Cl (1-[7-(1-Aminoethyl)-5-chloroquinolin-8-yl]-4-phenylpiperidin-4-ol). RXN SMILES: [Cl:1][C:2]1[CH:11]=[C:10]([C:12](=O)[CH3:13])[C:9]([N:15]2[CH2:20][CH2:19][C:18]([OH:27])([C:21]3[CH:26]=[CH:25][CH:24]=[CH:23][CH:22]=3)[CH2:17][CH2:16]2)=[C:8]2[C:3]=1[CH:4]=[CH:5][CH:6]=[N:7]2.C([O-])(=O)C.[NH4+].C([BH3-])#[N:34].[Na+]>CO.C(#N)C>[NH2:34][CH:12]([C:10]1[C:9]([N:15]2[CH2:20][CH2:19][C:18]([C:21]3[CH:26]=[CH:25][CH:24]=[CH:23][CH:22]=3)([OH:27])[CH2:17][CH2:16]2)=[C:8]2[C:3]([CH:4]=[CH:5][CH:6]=[N:7]2)=[C:2]([Cl:1])[CH:11]=1)[CH3:13] |f:1.2,3.4|. Reported procedure: A mixture of 1-[5-chloro-8-(4-hydroxy-4-phenylpiperidin-1-yl) quinolin-7-yl]ethanone (37 mg, 0.097 mmol) and ammonium acetate (74.9 mg, 0.971 mmol) in methanol (0.55 mL) and acetonitrile (0.55 mL) was heated at 65° C. in a sealed tube for 30 minutes. After cooling to room temperature, sodium cyanoborohydride (12.2 mg, 0.194 mmol). The reaction was heated at 65° C. for another 4 hours, then cooled to room temperature and quenched with sat. sodium bicarbonate, extracted with dichloromethane. The c...